This data is from the Open Reaction Database (ORD), a public repository of structured organic reaction records. The task is: describe an organic reaction: reactants, conditions, products, and yield Reactants: COc1ccc(Nc2nccc(-c3sc(NC(=O)CCBr)nc3C)n2)cc1, CN1CCNCC1, CC#N. Yields the product COc1ccc(Nc2nccc(-c3sc(NC(=O)CCN4CCN(C)CC4)nc3C)n2)cc1. RXN SMILES: [Br:1][CH2:2][CH2:3][C:4](=[O:5])[NH:6][c:7]1[s:8][c:9](-[c:13]2[n:14][c:15]([NH:19][c:20]3[cH:21][cH:22][c:23]([O:26][CH3:27])[cH:24][cH:25]3)[n:16][cH:17][cH:18]2)[c:10]([CH3:12])[n:11]1.[CH3:28][N:29]1[CH2:30][CH2:31][NH:32][CH2:33][CH2:34]1.[CH3:35][C:36]#[N:37]>>[CH2:2]([CH2:3][C:4](=[O:5])[NH:6][c:7]1[s:8][c:9](-[c:13]2[n:14][c:15]([NH:19][c:20]3[cH:21][cH:22][c:23]([O:26][CH3:27])[cH:24][cH:25]3)[n:16][cH:17][cH:18]2)[c:10]([CH3:12])[n:11]1)[N:32]1[CH2:31][CH2:30][N:29]([CH3:28])[CH2:34][CH2:33]1. Starting materials: C1(=CC=CC=C1)P(C1=CC=CC=C1)C1=CC=CC=C1 (triphenylphosphine), N(=NC(=O)OCC)C(=O)OCC (diethyl azodicarboxylate), ClC1=CC2=C(N(C(=N2)CC)C2=CC=C(C=C2)CCO)C=C1Cl (2-[4-(5,6-dichloro-2-ethyl-1H-benzimidazol-1-yl)phenyl]ethanol), C(C)(C)(C)OC(=O)NOC(=O)OC(C)(C)C (N,O-Bis-tert-butoxycarbonylhydroxylamine). Solvent: C1CCOC1 (THF). Reaction conditions: time 2.5 hour. Product: C(C)(C)(C)OC(=O)N(CCC1=CC=C(C=C1)N1C(=NC2=C1C=C(C(=C2)Cl)Cl)CC)OC(=O)OC(C)(C)C (1-[4-(2-{(tert-Butoxycarbonyl)[(tert-butoxycarbonyl)oxy]amino}ethyl)phenyl]-5,6-dichloro-2-ethyl-1H-benzimidazole). As a reaction SMILES: [Cl:1][C:2]1[C:21]([Cl:22])=[CH:20][C:5]2[N:6]([C:11]3[CH:16]=[CH:15][C:14]([CH2:17][CH2:18]O)=[CH:13][CH:12]=3)[C:7]([CH2:9][CH3:10])=[N:8][C:4]=2[CH:3]=1.[C:23]([O:27][C:28]([NH:30][O:31][C:32]([O:34][C:35]([CH3:38])([CH3:37])[CH3:36])=[O:33])=[O:29])([CH3:26])([CH3:25])[CH3:24].C1(P(C2C=CC=CC=2)C2C=CC=CC=2)C=CC=CC=1.N(C(OCC)=O)=NC(OCC)=O>C1COCC1>[C:23]([O:27][C:28]([N:30]([O:31][C:32]([O:34][C:35]([CH3:38])([CH3:37])[CH3:36])=[O:33])[CH2:18][CH2:17][C:14]1[CH:13]=[CH:12][C:11]([N:6]2[C:5]3[CH:20]=[C:21]([Cl:22])[C:2]([Cl:1])=[CH:3][C:4]=3[N:8]=[C:7]2[CH2:9][CH3:10])=[CH:16][CH:15]=1)=[O:29])([CH3:26])([CH3:25])[CH3:24]. Procedure: To a stirred mixture of 2-[4-(5,6-dichloro-2-ethyl-1H-benzimidazol-1-yl)phenyl]ethanol (Example 96, 100 mg, 0.3 mmol), N,O-Bis-tert-butoxycarbonylhydroxylamine (Baillie, L. C.; Batsanov, A.; Bearder, J. R.; Whiting, D. A. J. Chem. Soc. Perkin Trans. 1, 1998, 20, 3471., 140 mg, 0.6 mmol) and triphenylphosphine (158 mg, 0.6 mmol) in THF (10 mL) was added diethyl azodicarboxylate (DEAD) (0.1 mL, 0.6 mmol). The mixture was stirred under nitrogen atmosphere at room temperature for 2.5 h. The solvent ... The reactants are C(C)OP(OCC)(=O)CCOCCOCCOCCNC([C@H](CSC[C@@H](COC(NCCCCCCCC)=O)OC(NCCCCCCCC)=O)NC(=O)OCC1=CC=CC=C1)=O ((14R,18R)-14-(benzyloxycarbonylamino)-18-(octylcarbamoyloxy)-13,21-dioxo-3,6,9,20-tetraoxa-16-thia-12,22-diazatriacontylphosphonic acid diethyl ester), C[Si](C)(C)Br (trimethylsilyl bromide). The solvent is C(Cl)Cl (DCM), C(Cl)Cl (DCM). Conditions: temperature 32 celsius, time 8 hour. The product is N[C@H](C(NCCOCCOCCOCCP(O)(O)=O)=O)CSC[C@@H](COC(NCCCCCCCC)=O)OC(NCCCCCCCC)=O ((14R,18R)-14-amino-18-(octylcarbamoyloxy)-13,21-dioxo-3,6,9,20-tetraoxa-16-thia-12,22-diazatriacontyl phosphonic acid). RXN SMILES: C([O:3][P:4]([CH2:9][CH2:10][O:11][CH2:12][CH2:13][O:14][CH2:15][CH2:16][O:17][CH2:18][CH2:19][NH:20][C:21](=[O:63])[C@@H:22]([NH:52]C(OCC1C=CC=CC=1)=O)[CH2:23][S:24][CH2:25][C@H:26]([O:40][C:41](=[O:51])[NH:42][CH2:43][CH2:44][CH2:45][CH2:46][CH2:47][CH2:48][CH2:49][CH3:50])[CH2:27][O:28][C:29](=[O:39])[NH:30][CH2:31][CH2:32][CH2:33][CH2:34][CH2:35][CH2:36][CH2:37][CH3:38])(=[O:8])[O:5]CC)C.C[Si](Br)(C)C>C(Cl)Cl>[NH2:52][C@@H:22]([CH2:23][S:24][CH2:25][C@H:26]([O:40][C:41](=[O:51])[NH:42][CH2:43][CH2:44][CH2:45][CH2:46][CH2:47][CH2:48][CH2:49][CH3:50])[CH2:27][O:28][C:29](=[O:39])[NH:30][CH2:31][CH2:32][CH2:33][CH2:34][CH2:35][CH2:36][CH2:37][CH3:38])[C:21](=[O:63])[NH:20][CH2:19][CH2:18][O:17][CH2:16][CH2:15][O:14][CH2:13][CH2:12][O:11][CH2:10][CH2:9][P:4](=[O:3])([OH:5])[OH:8]. Reported procedure: To a solution of (14R,18R)-14-(benzyloxycarbonylamino)-18-(octylcarbamoyloxy)-13,21-dioxo-3,6,9,20-tetraoxa-16-thia-12,22-diazatriacontylphosphonic acid diethyl ester (1 eq) in DCM (0.1 M) was added trimethylsilyl bromide (10 eq). The reaction mixture was stirred at 32° C. overnight then cooled to room temperature, diluted with DCM and concentrated. The crude material was dried under high vacuum for 2 hours then purified by reverse phase high performance liquid chromatography (HPLC) with a C4 co... Starting materials: IC1=CC=C(OC2CN3CCC2CC3)C=C1 (3-(4-iodophenoxy)quinuclidine), Cl (HCl), O1CCOCC1 (1,4-dioxane). The solvent is C(C)(=O)OCC (ethyl acetate). Product: Cl.IC1=CC=C(OC2CN3CCC2CC3)C=C1 (3-(4-iodophenoxy)quinuclidine hydrochloride). As a reaction SMILES: [I:1][C:2]1[CH:16]=[CH:15][C:5]([O:6][CH:7]2[CH:12]3[CH2:13][CH2:14][N:9]([CH2:10][CH2:11]3)[CH2:8]2)=[CH:4][CH:3]=1.[ClH:17].O1CCOCC1>C(OCC)(=O)C>[ClH:17].[I:1][C:2]1[CH:3]=[CH:4][C:5]([O:6][CH:7]2[CH:12]3[CH2:11][CH2:10][N:9]([CH2:14][CH2:13]3)[CH2:8]2)=[CH:15][CH:16]=1 |f:4.5|. Procedure: The product of Example 14A (3.7 g, 11.2 mmol) in ethyl acetate (50 mL) was treated with 4M HCl in 1,4-dioxane (5 mL, 20 mmol). The title compound was obtained as a solid (4.0 g, yield, 98%). 1H NMR (MeOH-d4, 300 MHz) δ 1.80–2.20 (m, 3H), 2.30–2.40 (m, 1H), 2.50 (m, 1H), 3.30–3.48 (m, 5H), 3.76 (m, 1H), 4.92 (m, 1H), 6.80 (d, J=9.1 Hz, 2H), 7.61 (d, J=8.8 Hz, 2H) ppm. MS (DCl/NH3) m/z 330 (M+H)+. Anal. calculated for C13H16INO.1.0HCl: C, 42.70; H, 4.69; N, 3.83. Found: C, 42.72; H, 4.61; N, 3.65.